Dataset: the Open Reaction Database (ORD), a public repository of structured organic reaction records. Task: describe an organic reaction: reactants, conditions, products, and yield The reactants are COC(=O)c1ccc(OC(C)C)c(C#N)c1, CCO, [Na+], [OH-]. Product: CC(C)Oc1ccc(C(=O)O)cc1C#N. Reaction SMILES: [C:1](#[N:2])[c:3]1[cH:4][c:5]([C:6](=[O:7])[O:8][CH3:9])[cH:10][cH:11][c:12]1[O:13][CH:14]([CH3:15])[CH3:16].[CH3:19][CH2:20][OH:21].[Na+:18].[OH-:17]>>[C:1](#[N:2])[c:3]1[cH:4][c:5]([C:6](=[O:7])[OH:8])[cH:10][cH:11][c:12]1[O:13][CH:14]([CH3:15])[CH3:16].